Dataset: the Open Reaction Database (ORD), a public repository of structured organic reaction records. Task: describe an organic reaction: reactants, conditions, products, and yield Starting materials: Fc1ccc(Br)cn1, NN, c1ccncc1. Yields the product NNc1ccc(Br)cn1. RXN SMILES: [Br:1][c:2]1[cH:3][cH:4][c:5]([F:8])[n:6][cH:7]1.[NH2:9][NH2:10].[cH:11]1[cH:12][cH:13][n:14][cH:15][cH:16]1>>[Br:1][c:2]1[cH:3][cH:4][c:5]([NH:9][NH2:10])[n:6][cH:7]1. The reactants are COc1cc(C(=O)Cl)cc(OC)c1OC, COc1cc(C(=O)C=Cc2c[nH]c3ccccc23)cc(OC)c1OC. The product is COc1cc(C(=O)C=Cc2cn(C(=O)c3cc(OC)c(OC)c(OC)c3)c3ccccc23)cc(OC)c1OC. Reaction SMILES: [CH3:26][O:27][c:28]1[cH:29][c:30]([C:31](=[O:32])[Cl:33])[cH:34][c:35]([O:39][CH3:40])[c:36]1[O:37][CH3:38].[nH:1]1[cH:2][c:3]([CH:10]=[CH:11][C:12](=[O:13])[c:14]2[cH:15][c:16]([O:24][CH3:25])[c:17]([O:22][CH3:23])[c:18]([O:20][CH3:21])[cH:19]2)[c:4]2[cH:5][cH:6][cH:7][cH:8][c:9]12>>[n:1]1([C:31]([c:30]2[cH:29][c:28]([O:27][CH3:26])[c:36]([O:37][CH3:38])[c:35]([O:39][CH3:40])[cH:34]2)=[O:32])[cH:2][c:3]([CH:10]=[CH:11][C:12](=[O:13])[c:14]2[cH:15][c:16]([O:24][CH3:25])[c:17]([O:22][CH3:23])[c:18]([O:20][CH3:21])[cH:19]2)[c:4]2[cH:5][cH:6][cH:7][cH:8][c:9]12. Reactants: O=C1CCC(=O)N1Br, ClCCl, COC(=O)c1ccc(Cn2ccc(N)n2)cc1, CCOC(C)=O, Cn1ccc(NC(=O)C(CC2CCCC2)c2ccc(S(C)(=O)=O)c(Cl)c2)n1, c1ccc(P(c2ccccc2)c2ccccc2)cc1, Cc1cccc(C)n1. Product: COC(=O)c1ccc(Cn2ccc(NC(=O)C(CC3CCCC3)c3ccc(S(C)(=O)=O)c(Cl)c3)n2)cc1. As a reaction SMILES: [Br:20][N:21]1[C:22](=[O:23])[CH2:24][CH2:25][C:26]1=[O:27].[CH2:80]([Cl:81])[Cl:82].[CH3:55][O:56][C:57]([c:58]1[cH:59][cH:60][c:61]([CH2:64][n:65]2[cH:66][cH:67][c:68]([NH2:69])[n:70]2)[cH:62][cH:63]1)=[O:71].[CH3:83][CH2:84][O:85][C:86](=[O:87])[CH3:88].[Cl:28][c:29]1[cH:30][c:31]([CH:39]([C:40](=[O:41])[NH:42][c:43]2[n:44][n:45]([CH3:48])[cH:46][cH:47]2)[CH2:49][CH:50]2[CH2:51][CH2:52][CH2:53][CH2:54]2)[cH:32][cH:33][c:34]1[S:35](=[O:36])(=[O:37])[CH3:38].[c:1]1([P:2]([c:3]2[cH:4][cH:5][cH:6][cH:7][cH:8]2)[c:9]2[cH:10][cH:11][cH:12][cH:13][cH:14]2)[cH:15][cH:16][cH:17][cH:18][cH:19]1.[n:72]1[c:73]([CH3:74])[cH:75][cH:76][cH:77][c:78]1[CH3:79]>>[Cl:28][c:29]1[cH:30][c:31]([CH:39]([C:40](=[O:41])[NH:42][c:43]2[n:44][n:45]([CH2:48][c:61]3[cH:60][cH:59][c:58]([C:57]([O:56][CH3:55])=[O:71])[cH:63][cH:62]3)[cH:46][cH:47]2)[CH2:49][CH:50]2[CH2:51][CH2:52][CH2:53][CH2:54]2)[cH:32][cH:33][c:34]1[S:35](=[O:36])(=[O:37])[CH3:38].